Dataset: the Open Reaction Database (ORD), a public repository of structured organic reaction records. Task: describe an organic reaction: reactants, conditions, products, and yield Reactants: CCOc1ccc(C(CO)C(F)(F)F)cc1, Fc1ccc(Oc2cccc(CBr)c2)cc1, [H-], [Na+], CN(C)C=O, O. The product is CCOc1ccc(C(COCc2cccc(Oc3ccc(F)cc3)c2)C(F)(F)F)cc1. RXN SMILES: [CH2:3]([CH3:4])[O:5][c:6]1[cH:7][cH:8][c:9]([CH:12]([CH2:13][OH:14])[C:15]([F:16])([F:17])[F:18])[cH:10][cH:11]1.[F:19][c:20]1[cH:21][cH:22][c:23]([O:24][c:25]2[cH:26][c:27]([CH2:28][Br:29])[cH:30][cH:31][cH:32]2)[cH:33][cH:34]1.[H-:1].[Na+:2].[O:36]=[CH:37][N:38]([CH3:39])[CH3:40].[OH2:35]>>[CH2:3]([CH3:4])[O:5][c:6]1[cH:7][cH:8][c:9]([CH:12]([CH2:13][O:14][CH2:28][c:27]2[cH:26][c:25]([O:24][c:23]3[cH:22][cH:21][c:20]([F:19])[cH:34][cH:33]3)[cH:32][cH:31][cH:30]2)[C:15]([F:16])([F:17])[F:18])[cH:10][cH:11]1. Reactants: C(=O)O (formic acid), C(C)(C)(C)OC(=O)N1[C@@H]([C@H](CC1)O[Si](C)(C)C(C)(C)C)COCC1=CC=CC=C1 ((2R,3S)-1-t-butoxycarbonyl-2-benzyloxymethyl-3-t-butyldimethylsilyloxypyrrolidine). Reagents/catalysts: [Pd] (palladium black). The solvent is CO (methanol), Heterocycles. The product is C(C)(C)(C)OC(=O)N1[C@H](CO)[C@H](CC1)O[Si](C)(C)C(C)(C)C ((3S)-1-t-Butoxycarbonyl-3-t-butyldimethylsilyloxy-L-prolinol). The yield is 98.4%. RXN SMILES: C(O)=O.[C:4]([O:8][C:9]([N:11]1[CH2:15][CH2:14][C@H:13]([O:16][Si:17]([C:20]([CH3:23])([CH3:22])[CH3:21])([CH3:19])[CH3:18])[C@H:12]1[CH2:24][O:25]CC1C=CC=CC=1)=[O:10])([CH3:7])([CH3:6])[CH3:5]>CO.[Pd]>[C:4]([O:8][C:9]([N:11]1[CH2:15][CH2:14][C@H:13]([O:16][Si:17]([C:20]([CH3:23])([CH3:22])[CH3:21])([CH3:18])[CH3:19])[C@H:12]1[CH2:24][OH:25])=[O:10])([CH3:7])([CH3:6])[CH3:5]. Reported procedure: 0.4 ml of formic acid were added to a solution of 800 mg (1.90 mmol) of (2R,3S)-1-t-butoxycarbonyl-2-benzyloxymethyl-3-t-butyldimethylsilyloxypyrrolidine [which had been prepared from 1-t-butoxycarbonyl-D-seline benzyl ether in a similar manner to that described by W. R. Ewing et al. in Heterocycles, 27, 2843 (1988)] in 8 ml of methanol, and the mixture was stirred for 3 hours in the presence of 400 mg of palladium black under an atmosphere of hydrogen. At the end of this time, the catalyst was ... Yields the product COC(C1=CC(=C(C=C1)NC(C(C1CCCCC1)N1C(=NC2=C1C=C(C(=C2)F)F)C2=CC=C(C=C2)Cl)=O)C#N)=O (4-{2-[2-(4-Chloro-phenyl)-5,6-difluoro-benzoimidazol-1-yl]-2-cyclohexyl-acetylamino}-3-cyano-benzoic acid methyl ester). The reactants are C(C)OC(C1=CC=C(C=C1)NC(C(C1CCCCC1)N1C(=NC2=C1C=C(C(=C2)F)F)C2=CC=C(C=C2)Cl)=O)=O (4-{2-[2-(4-chloro-phenyl)-5,6-difluoro-benzoimidazol-1-yl]-2-cyclohexyl-acetylamino}-benzoic acid ethyl ester), ClC1=CC=C(C=C1)C1=NC2=C(N1C(C(=O)O)C1CCCCC1)C=C(C(=C2)F)F ([2-(4-chloro-phenyl)-5,6-difluoro-benzoimidazol-1-yl]-cyclohexyl-acetic acid), COC(C1=CC(=C(C=C1)N)C#N)=O (4-amino-3-cyano-benzoic acid methyl ester), C(C)(C)N(C(C)C)CC (N,N-diisopropylethylamine). As a reaction SMILES: [CH2:1]([O:3][C:4](=[O:39])[C:5]1[CH:10]=[CH:9][C:8]([NH:11][C:12](=[O:38])[CH:13]([N:20]2[C:24]3[CH:25]=[C:26]([F:30])[C:27]([F:29])=[CH:28][C:23]=3[N:22]=[C:21]2[C:31]2[CH:36]=[CH:35][C:34]([Cl:37])=[CH:33][CH:32]=2)[CH:14]2[CH2:19][CH2:18][CH2:17][CH2:16][CH2:15]2)=[CH:7][CH:6]=1)C.ClC1C=CC([C:47]2N(C(C3CCCCC3)C(O)=O)C3C=C(F)C(F)=CC=3[N:48]=2)=CC=1.COC(=O)C1C=CC(N)=C(C#N)C=1.C(N(CC)C(C)C)(C)C>>[CH3:1][O:3][C:4](=[O:39])[C:5]1[CH:10]=[CH:9][C:8]([NH:11][C:12](=[O:38])[CH:13]([N:20]2[C:24]3[CH:25]=[C:26]([F:30])[C:27]([F:29])=[CH:28][C:23]=3[N:22]=[C:21]2[C:31]2[CH:32]=[CH:33][C:34]([Cl:37])=[CH:35][CH:36]=2)[CH:14]2[CH2:19][CH2:18][CH2:17][CH2:16][CH2:15]2)=[C:7]([C:47]#[N:48])[CH:6]=1. Reported procedure: This compound was prepared in analogy to example 22, intermediate d, from [2-(4-chloro-phenyl)-5,6-difluoro-benzoimidazol-1-yl]-cyclohexyl-acetic acid, 4-amino-3-cyano-benzoic acid methyl ester and N,N-diisopropylethylamine as a base. The reactants are C(C1=CC=CC=C1)OC1=CC=C(C=C1)C=1N(C(=CC1)C)CCCO (3-[2-(4-benzyloxyphenyl)-5-methyl-1H-pyrrol-1-yl]propan-1-ol), C(C1=CC=CC=C1)C1=CC=C(C=C1)O (4-benzylphenol), C1(=CC=CC=C1)P(C1=CC=CC=C1)C1=CC=CC=C1 (triphenylphosphine), N(=NC(=O)N1CCCCC1)C(=O)N1CCCCC1 (1,1′-(azodicarbonyl)dipiperidine). Solvent: C1(=CC=CC=C1)C (toluene), O (water). Conditions: temperature 80 celsius, time 12 hour. Product: C(C1=CC=CC=C1)OC1=CC=C(C=C1)C=1N(C(=CC1)C)CCCOC1=CC=C(C=C1)CC1=CC=CC=C1 (2-(4-Benzyloxyphenyl)-1-[3-(4-benzylphenoxy)propyl]-5-methyl-1H-pyrrole). The yield is 79.6%. Reaction SMILES: [CH2:1]([O:8][C:9]1[CH:14]=[CH:13][C:12]([C:15]2[N:16]([CH2:21][CH2:22][CH2:23][OH:24])[C:17]([CH3:20])=[CH:18][CH:19]=2)=[CH:11][CH:10]=1)[C:2]1[CH:7]=[CH:6][CH:5]=[CH:4][CH:3]=1.[CH2:25]([C:32]1[CH:37]=[CH:36][C:35](O)=[CH:34][CH:33]=1)[C:26]1[CH:31]=[CH:30][CH:29]=[CH:28][CH:27]=1.C1(P(C2C=CC=CC=2)C2C=CC=CC=2)C=CC=CC=1.N(C(N1CCCCC1)=O)=NC(N1CCCCC1)=O>C1(C)C=CC=CC=1.O>[CH2:1]([O:8][C:9]1[CH:14]=[CH:13][C:12]([C:15]2[N:16]([CH2:21][CH2:22][CH2:23][O:24][C:35]3[CH:36]=[CH:37][C:32]([CH2:25][C:26]4[CH:31]=[CH:30][CH:29]=[CH:28][CH:27]=4)=[CH:33][CH:34]=3)[C:17]([CH3:20])=[CH:18][CH:19]=2)=[CH:11][CH:10]=1)[C:2]1[CH:3]=[CH:4][CH:5]=[CH:6][CH:7]=1. Procedure details: To a solution of 3-[2-(4-benzyloxyphenyl)-5-methyl-1H-pyrrol-1-yl]propan-1-ol (1.00 g, 3.11 mmol), 4-benzylphenol (572 mg, 3.11 mmol) and triphenylphosphine (1.22 g, 4.67 mmol) in toluene (2 ml) was added 1,1′-(azodicarbonyl)dipiperidine (1.18 g, 4.67 mmol) and the mixture was stirred at 80° C. for 12 hours. The reaction solution was poured into water and the mixture was extracted with ethyl acetate. The extract was dried over magnesium sulfate anhydride and the solvent was removed under reduced... Starting materials: C(C(C)C)[Al](CC(C)C)CC(C)C (triisobutylaluminum), C1(=CC=CC=C1)O (phenol). Run in C1(=CC=CC=C1)C (toluene). Yields the product O(C1=CC=CC=C1)[Al](CC(C)C)CC(C)C (phenoxy-diisobutylaluminum). As a reaction SMILES: C([Al:5]([CH2:10][CH:11]([CH3:13])[CH3:12])[CH2:6][CH:7]([CH3:9])[CH3:8])C(C)C.[C:14]1([OH:20])[CH:19]=[CH:18][CH:17]=[CH:16][CH:15]=1>C1(C)C=CC=CC=1>[O:20]([Al:5]([CH2:6][CH:7]([CH3:8])[CH3:9])[CH2:10][CH:11]([CH3:12])[CH3:13])[C:14]1[CH:19]=[CH:18][CH:17]=[CH:16][CH:15]=1. Procedure details: In a manner analogous to that described in Example 1, triisobutylaluminum and phenol are reacted in absolute toluene to give phenoxy-diisobutylaluminum and this is then reacted with pyridine-N-oxide-2-thiol to give the title compound. The isolation of the product is carried out in an analogous manner. The yield of phenoxy-bis(2-pyridinethiolato)aluminum N,N'-dioxide, a white solid, is 98% of theory. Melting point: 240°-241° C. (with decomposition).